From a dataset of the Open Reaction Database (ORD), a public repository of structured organic reaction records. describe an organic reaction: reactants, conditions, products, and yield Reactants: C(C)OC(CNCCC#N)=O (N-(2-cyanoethyl)-glycine ethyl ester), C(=O)O (formic acid), [OH-].[K+] (potassium hydroxide), O (water). Run in C(C)O (ethanol), C(C)O (ethanol). Conditions: temperature 0 celsius. Product: C(#N)CCN(CC(=O)O)C=O (N-(2-Cyanoethyl)-N-formylglycine). As a reaction SMILES: C([O:3][C:4](=[O:11])[CH2:5][NH:6][CH2:7][CH2:8][C:9]#[N:10])C.[CH:12](O)=[O:13].[OH-].[K+].O>C(O)C>[C:9]([CH2:8][CH2:7][N:6]([CH:12]=[O:13])[CH2:5][C:4]([OH:3])=[O:11])#[N:10] |f:2.3|. Procedure: A mixture of 21.0 g of N-(2-cyanoethyl)-glycine ethyl ester and 18.3 g of formic acid is refluxed for 2 h. After concentration of this mixture underreduced pressure, the residue is taken up in 50 ml of ethanol, and cooled to 0° C.; there is then added dropwise a solution of 25.5 g of potassium hydroxide and 40 ml of water in 80 ml of ethanol. After the reaction solution has warmed up to room temperature, the solvent is evaporated off, and the residue is acidified to pH 1 with conc. hydrochloric ... Product: ClC=1C=C(C=CC1Cl)C1=NC=2C(=NC=CC2)N1CC(=O)O (2-(3,4-Dichlorophenyl)-3H-imidazo[4,5-b]pyridine-3-acetic acid). As a reaction SMILES: C([O:3][C:4](=[O:24])[CH2:5][NH:6][C:7]1[C:12]([NH:13][C:14](=O)[C:15]2[CH:20]=[CH:19][C:18]([Cl:21])=[C:17]([Cl:22])[CH:16]=2)=[CH:11][CH:10]=[CH:9][N:8]=1)C.C(O)CO.[OH-].[K+]>O>[Cl:22][C:17]1[CH:16]=[C:15]([C:14]2[N:6]([CH2:5][C:4]([OH:3])=[O:24])[C:7]3=[N:8][CH:9]=[CH:10][CH:11]=[C:12]3[N:13]=2)[CH:20]=[CH:19][C:18]=1[Cl:21] |f:2.3|. Reported procedure: A mixture of N-[3-[(3,4-dichlorobenzoyl)amino]-2-pyridinyl]glycine ethyl ester (33 g, 0.09 mole) and 167 ml of ethylene glycol was heated at reflux for 11/2 hr. After cooling, potassium hydroxide (8.4 g) in 40 ml of water was added and the reaction mixture was heated at reflux for 1 hr. The solution was filtered to remove yellow insoluble precipitate, the filtrate was diluted with 650 ml of water, and acidified with ethanolic hydrogen chloride. The solid, which formed, was collected by filtratio... The solvent is O (water). Reactants: C(C)OC(CNC1=NC=CC=C1NC(C1=CC(=C(C=C1)Cl)Cl)=O)=O (N-[3-[(3,4-dichlorobenzoyl)amino]-2-pyridinyl]glycine ethyl ester), C(CO)O (ethylene glycol), [OH-].[K+] (potassium hydroxide). Starting materials: CO, COc1cc(C(C)C)c(S(=O)(=O)c2ccc(C)cc2)cc1-c1cscn1, [K+], [K+], O=C([O-])[O-]. The product is COc1cc(C(C)C)c(O)cc1-c1cscn1. Reaction SMILES: [CH3:33][OH:34].[CH:1]([CH3:2])([CH3:3])[c:4]1[cH:5][c:6]([O:25][CH3:26])[c:7](-[c:20]2[n:21][cH:22][s:23][cH:24]2)[cH:8][c:9]1[S:10]([c:11]1[cH:12][cH:13][c:14]([CH3:15])[cH:16][cH:17]1)(=[O:18])=[O:19].[K+:27].[K+:28].[O-:29][C:30]([O-:31])=[O:32]>>[CH:1]([CH3:2])([CH3:3])[c:4]1[cH:5][c:6]([O:25][CH3:26])[c:7](-[c:20]2[n:21][cH:22][s:23][cH:24]2)[cH:8][c:9]1[OH:29]. The reactants are C1CCOC1, [H-], [Na+], O=S(=O)(Cl)Cl, c1ccccc1, O=C1CCCc2[nH]ccc21. Product: O=C1CCCc2c1ccn2S(=O)(=O)c1ccccc1. As a reaction SMILES: [CH2:24]1[O:25][CH2:26][CH2:27][CH2:28]1.[H-:12].[Na+:11].[S:13](=[O:14])(=[O:15])([Cl:16])[Cl:17].[cH:18]1[cH:19][cH:20][cH:21][cH:22][cH:23]1.[nH:1]1[cH:2][cH:3][c:4]2[c:9]1[CH2:8][CH2:7][CH2:6][C:5]2=[O:10]>>[n:1]1([S:13](=[O:14])(=[O:15])[c:18]2[cH:19][cH:20][cH:21][cH:22][cH:23]2)[cH:2][cH:3][c:4]2[c:9]1[CH2:8][CH2:7][CH2:6][C:5]2=[O:10]. Starting materials: IC1=CN(C2=CC=C(C=C12)C1=NC(=CN=C1)OC(C)C)S(=O)(=O)C1=CC=C(C)C=C1 (3-Iodo-5-(6-isopropoxypyrazin-2-yl)-1-tosyl-1H-indole), C(CCC)[Sn](C1=CN=CC(=N1)N[C@H]1CN(CCC1)C(=O)OC(C)(C)C)(CCCC)CCCC ((R)-tert-butyl 3-(6-(tributylstannyl)pyrazin-2-ylamino)piperidine-1-carboxylate), O (water). Reported procedure: 3-Iodo-5-(6-isopropoxypyrazin-2-yl)-1-tosyl-1H-indole (0.4 g, 0.753 mmol) and (R)-tert-butyl 3-(6-(tributylstannyl)pyrazin-2-ylamino)piperidine-1-carboxylate (0.51 g, 0.903 mmol) in DMF (10 mL) was purged with argon for 15 min and added CuI (225 mg, 1.18 mmol) and Pd(PPh3)4 (105 mg, 0.09 mmol). The reaction mixture was heated at 100° C. for 2 h and cooled to RT. To the reaction mixture was added water and precipitate was formed. The precipitate was collected by filtration, washed with water and ... RXN SMILES: I[C:2]1[C:10]2[C:5](=[CH:6][CH:7]=[C:8]([C:11]3[CH:16]=[N:15][CH:14]=[C:13]([O:17][CH:18]([CH3:20])[CH3:19])[N:12]=3)[CH:9]=2)[N:4]([S:21]([C:24]2[CH:30]=[CH:29][C:27]([CH3:28])=[CH:26][CH:25]=2)(=[O:23])=[O:22])[CH:3]=1.C([Sn](CCCC)(CCCC)[C:36]1[N:41]=[C:40]([NH:42][C@@H:43]2[CH2:48][CH2:47][CH2:46][N:45]([C:49]([O:51][C:52]([CH3:55])([CH3:54])[CH3:53])=[O:50])[CH2:44]2)[CH:39]=[N:38][CH:37]=1)CCC.O>CN(C=O)C.[Cu]I.C1C=CC([P]([Pd]([P](C2C=CC=CC=2)(C2C=CC=CC=2)C2C=CC=CC=2)([P](C2C=CC=CC=2)(C2C=CC=CC=2)C2C=CC=CC=2)[P](C2C=CC=CC=2)(C2C=CC=CC=2)C2C=CC=CC=2)(C2C=CC=CC=2)C2C=CC=CC=2)=CC=1>[CH:18]([O:17][C:13]1[N:12]=[C:11]([C:8]2[CH:9]=[C:10]3[C:5](=[CH:6][CH:7]=2)[N:4]([S:21]([C:24]2[CH:25]=[CH:26][C:27]([CH3:28])=[CH:29][CH:30]=2)(=[O:22])=[O:23])[CH:3]=[C:2]3[C:36]2[N:41]=[C:40]([NH:42][C@@H:43]3[CH2:48][CH2:47][CH2:46][N:45]([C:49]([O:51][C:52]([CH3:53])([CH3:54])[CH3:55])=[O:50])[CH2:44]3)[CH:39]=[N:38][CH:37]=2)[CH:16]=[N:15][CH:14]=1)([CH3:20])[CH3:19] |^1:75,77,96,115|. Run at temperature 100 celsius. The solvent is CN(C)C=O (DMF). Reagents/catalysts: [Cu]I (CuI), C=1C=CC(=CC1)[P](C=2C=CC=CC2)(C=3C=CC=CC3)[Pd]([P](C=4C=CC=CC4)(C=5C=CC=CC5)C=6C=CC=CC6)([P](C=7C=CC=CC7)(C=8C=CC=CC8)C=9C=CC=CC9)[P](C=1C=CC=CC1)(C=1C=CC=CC1)C=1C=CC=CC1 (Pd(PPh3)4). The yield is 38.8%. Product: C(C)(C)OC1=CN=CC(=N1)C=1C=C2C(=CN(C2=CC1)S(=O)(=O)C1=CC=C(C)C=C1)C1=CN=CC(=N1)N[C@H]1CN(CCC1)C(=O)OC(C)(C)C ((R)-tert-butyl 3-(6-(5-(6-isopropoxy-pyrazin-2-yl)-1-tosyl-1H-indol-3-yl)pyrazin-2-ylamino)piperidine-1-carboxylate). Procedure: A mixture of 1.0 g (3.6 mmol) of 1-oxyl-4-benzoyloxy-2,2,6,6-tetramethylpiperidine and 10 g (85 mmol) of α-methylstyrene under a nitrogen atmosphere is heated at 120° C. for 36 hours. The reaction mixture is concentrated in vacuo and the title compound is isolated as a pale yellow oil after column chromatography. As a reaction SMILES: [OH:1][N:2]1[C:7]([CH3:9])([CH3:8])[CH2:6][CH:5]([O:10][C:11](=[O:18])[C:12]2[CH:17]=[CH:16][CH:15]=[CH:14][CH:13]=2)[CH2:4][C:3]1([CH3:20])[CH3:19].[CH3:21][C:22]([C:24]1[CH:29]=[CH:28][CH:27]=[CH:26][CH:25]=1)=[CH2:23]>>[C:24]1([C:22](=[CH2:21])[CH2:23][O:1][N:2]2[C:7]([CH3:9])([CH3:8])[CH2:6][CH:5]([O:10][C:11](=[O:18])[C:12]3[CH:17]=[CH:16][CH:15]=[CH:14][CH:13]=3)[CH2:4][C:3]2([CH3:20])[CH3:19])[CH:29]=[CH:28][CH:27]=[CH:26][CH:25]=1. Starting materials: ON1C(CC(CC1(C)C)OC(C1=CC=CC=C1)=O)(C)C (1-oxyl-4-benzoyloxy-2,2,6,6-tetramethylpiperidine), CC(=C)C1=CC=CC=C1 (α-methylstyrene). Yields the product C1(=CC=CC=C1)C(CON1C(CC(CC1(C)C)OC(C1=CC=CC=C1)=O)(C)C)=C (1-(2-Phenylallyloxy)-4-benzoyloxy-2,2,6,6-tetramethylpiperidine). Conditions: temperature 120 celsius. The reactants are OC1=C(C=CC=C1[N+](=O)[O-])S(=O)(=O)N(C)C (2-hydroxy-N,N-dimethyl-3-nitrobenzenesulfonamide). Reagents/catalysts: [Pd] (palladium on carbon). Solvent: CO (methanol), O1CCCC1 (tetrahydrofuran). Conditions: time 17 hour. Yields the product NC=1C(=C(C=CC1)S(=O)(=O)N(C)C)O (3-Amino-2-hydroxy-N,N-dimethyl-benzenesulfonamide). Isolated yield 106.0%. RXN SMILES: [OH:1][C:2]1[C:7]([N+:8]([O-])=O)=[CH:6][CH:5]=[CH:4][C:3]=1[S:11]([N:14]([CH3:16])[CH3:15])(=[O:13])=[O:12]>[Pd].CO.O1CCCC1>[NH2:8][C:7]1[C:2]([OH:1])=[C:3]([S:11]([N:14]([CH3:15])[CH3:16])(=[O:13])=[O:12])[CH:4]=[CH:5][CH:6]=1. Reported procedure: 104 mg (10% by weight) of palladium on carbon at 10% were added to a solution of 1.01 g (4.10 mmol) of 2-hydroxy-N,N-dimethyl-3-nitrobenzenesulfonamide in 20 ml of methanol and 20 ml of tetrahydrofuran. The reaction medium was stirred under a hydrogen atmosphere for 17 hours. The reaction medium was filtered through celite and was concentrated. 0.94 g of product was obtained in the form of a brown solid. Quantitative yield.